This data is from the Open Reaction Database (ORD), a public repository of structured organic reaction records. The task is: describe an organic reaction: reactants, conditions, products, and yield The product is C(=C/CCC)/C1=C(C=CC=C1)/C=C/C(=O)Cl ((E)-3-[2-((Z)-1-pentenyl)phenyl]propenoyl chloride). Reaction conditions: time 1 hour. Starting materials: C(=C/CCC)/C1=C(C=CC=C1)/C=C/C(=O)O ((E)-3-[2-((Z)-1-Pentenyl)phenyl]propenoic acid), ClCCl (dichloromethane). Solvent: C(C(=O)Cl)(=O)Cl (oxalyl chloride), CN(C=O)C (N,N-dimethylformamide). Procedure: (E)-3-[2-((Z)-1-Pentenyl)phenyl]propenoic acid (1.08 g) was dissolved in a mixture of dichloromethane (10 ml), oxalyl chloride (0.5 ml) and N,N-dimethylformamide (0.05 ml). After stirring for 1 hour under nitrogen atmosphere at room temperature, the solvent was evaporated. The residue was dissolved in n-hexane and the mixture was filtered. Filtrate was evaporated to give (E)-3-[2-((Z)-1-pentenyl)phenyl]propenoyl chloride (1.15 g). RXN SMILES: [CH:1]([C:6]1[CH:11]=[CH:10][CH:9]=[CH:8][C:7]=1[CH:12]=[CH:13][C:14]([OH:16])=O)=[CH:2][CH2:3][CH2:4][CH3:5].[Cl:17]CCl>C(Cl)(=O)C(Cl)=O.CN(C)C=O>[CH:1]([C:6]1[CH:11]=[CH:10][CH:9]=[CH:8][C:7]=1[CH:12]=[CH:13][C:14]([Cl:17])=[O:16])=[CH:2][CH2:3][CH2:4][CH3:5]. Starting materials: C[Si](C)(C)CCOCCl, FC(F)(F)c1cccc(-c2c[nH]cn2)c1, [H-], [Na+], C1CCOC1, O. Yields the product C[Si](C)(C)CCOCn1cnc(-c2cccc(C(F)(F)F)c2)c1. Reaction SMILES: [CH3:23][Si:24]([CH2:25][CH2:26][O:27][CH2:28][Cl:29])([CH3:30])[CH3:31].[F:6][C:7]([c:8]1[cH:9][c:10](-[c:14]2[n:15][cH:16][nH:17][cH:18]2)[cH:11][cH:12][cH:13]1)([F:19])[F:20].[H-:21].[Na+:22].[O:1]1[CH2:2][CH2:3][CH2:4][CH2:5]1.[OH2:32]>>[F:6][C:7]([c:8]1[cH:9][c:10](-[c:14]2[n:15][cH:16][n:17]([CH2:28][O:27][CH2:26][CH2:25][Si:24]([CH3:23])([CH3:30])[CH3:31])[cH:18]2)[cH:11][cH:12][cH:13]1)([F:19])[F:20]. Procedure details: Dissolve 2-(4-cyclopropanecarbonyl-phenyl)-2-methyl-propionamide (100 mg) in ethanol and bubble in hydrochloride gas for 5 minutes while stirring. Reflux for 10 hours, distill off the ethanol and extract into ethyl acetate. Evaporate the solvent in vacuo to give the title compound as an oil (50 mg). Reaction SMILES: [CH:1]1([C:4]([C:6]2[CH:11]=[CH:10][C:9]([C:12]([CH3:17])([CH3:16])[C:13](N)=[O:14])=[CH:8][CH:7]=2)=[O:5])[CH2:3][CH2:2]1.[CH2:18]([OH:20])[CH3:19]>>[CH:1]1([C:4]([C:6]2[CH:11]=[CH:10][C:9]([C:12]([CH3:17])([CH3:16])[C:13]([O:20][CH2:18][CH3:19])=[O:14])=[CH:8][CH:7]=2)=[O:5])[CH2:3][CH2:2]1. The reactants are C1(CC1)C(=O)C1=CC=C(C=C1)C(C(=O)N)(C)C (2-(4-cyclopropanecarbonyl-phenyl)-2-methyl-propionamide), C(C)O (ethanol). Yields the product C1(CC1)C(=O)C1=CC=C(C=C1)C(C(=O)OCC)(C)C (2-(4-Cyclopropanecarbonyl-phenyl)-2-methyl-propionic acid, ethyl ester). Reactants: C1(=CC=CC=C1)S(=O)(=O)N1C(=CC=2C1=NC=C(C2)C2OC(OC2)(C)C)C(=CC2CCCC2)C2=CC=C(C=C2)S(=O)(=O)C (1-benzenesulfonyl-2-[2-cyclopentyl-1-(4-methanesulfonyl-phenyl)-vinyl]-5-(2,2-dimethyl-[1,3]dioxolan-4-yl)-1H-pyrrolo[2,3-b]pyridine), [OH-].[Na+] (sodium hydroxide). Solvent: C(C)O (ethanol). Reaction conditions: temperature 25 celsius. Yields the product C1(CCCC1)C=C(C1=CC=C(C=C1)S(=O)(=O)C)C1=CC=2C(=NC=C(C2)C2OC(OC2)(C)C)N1 (2-[2-cyclopentyl-1-(4-methanesulfonyl-phenyl)-vinyl]-5-(2,2-dimethyl-[1,3]dioxolan-4-yl)-1H-pyrrolo[2,3-b]pyridine). Isolated yield 80.7%. Reaction SMILES: C1(S([N:10]2[C:14]3=[N:15][CH:16]=[C:17]([CH:19]4[CH2:23][O:22][C:21]([CH3:25])([CH3:24])[O:20]4)[CH:18]=[C:13]3[CH:12]=[C:11]2[C:26]([C:33]2[CH:38]=[CH:37][C:36]([S:39]([CH3:42])(=[O:41])=[O:40])=[CH:35][CH:34]=2)=[CH:27][CH:28]2[CH2:32][CH2:31][CH2:30][CH2:29]2)(=O)=O)C=CC=CC=1.[OH-].[Na+]>C(O)C>[CH:28]1([CH:27]=[C:26]([C:11]2[NH:10][C:14]3=[N:15][CH:16]=[C:17]([CH:19]4[CH2:23][O:22][C:21]([CH3:24])([CH3:25])[O:20]4)[CH:18]=[C:13]3[CH:12]=2)[C:33]2[CH:38]=[CH:37][C:36]([S:39]([CH3:42])(=[O:41])=[O:40])=[CH:35][CH:34]=2)[CH2:32][CH2:31][CH2:30][CH2:29]1 |f:1.2|. Reported procedure: A mixture of 1-benzenesulfonyl-2-[2-cyclopentyl-1-(4-methanesulfonyl-phenyl)-vinyl]-5-(2,2-dimethyl-[1,3]dioxolan-4-yl)-1H-pyrrolo[2,3-b]pyridine (510 mg, 0.85 mmol), a 10% aqueous sodium hydroxide solution (1 mL) and ethanol (8 mL) was heated at 100° C. for 1 h. The mixture was cooled to 25° C., extracted with ethyl acetate, washed with water, brine, dried over anhydrous sodium sulfate and concentrated in vacuo to afford 2-[2-cyclopentyl-1-(4-methanesulfonyl-phenyl)-vinyl]-5-(2,2-dimethyl-[1,3]... Reactants: C(CCC)SCCCCCCCCCCCNC1=CC=C(C(=O)O)C=C1 (4-[11-(n-butylthio)undecylamino]benzoic acid), I(=O)(=O)(=O)[O-].[Na+] (sodium metaperiodate), O (water). The solvent is CO (methanol). Yields the product C(CCC)S(=O)(=O)CCCCCCCCCCCNC1=CC=C(C(=O)O)C=C1 (4-[11-(n-butylsulfonyl)undecylamino]benzoic acid). Reaction SMILES: [CH2:1]([S:5][CH2:6][CH2:7][CH2:8][CH2:9][CH2:10][CH2:11][CH2:12][CH2:13][CH2:14][CH2:15][CH2:16][NH:17][C:18]1[CH:26]=[CH:25][C:21]([C:22]([OH:24])=[O:23])=[CH:20][CH:19]=1)[CH2:2][CH2:3][CH3:4].I([O-])(=O)(=O)=[O:28].[Na+].[OH2:33]>CO>[CH2:1]([S:5]([CH2:6][CH2:7][CH2:8][CH2:9][CH2:10][CH2:11][CH2:12][CH2:13][CH2:14][CH2:15][CH2:16][NH:17][C:18]1[CH:19]=[CH:20][C:21]([C:22]([OH:24])=[O:23])=[CH:25][CH:26]=1)(=[O:28])=[O:33])[CH2:2][CH2:3][CH3:4] |f:1.2|. Reported procedure: A mixture of 3.8 g. of 4-[11-(n-butylthio)undecylamino]benzoic acid and 11 g. of sodium metaperiodate in 50 ml. of water and 200 ml. of methanol is stirred under reflux for 24 hours and filtered while hot. The filtrate was allowed to cool and then extracted with methylene chloride. The extract is dried over magnesium sulfate and evaporated to yield a solid. Recrystallization from acetone-chloroform affords the product as a white solid. The reactants are CC(C)(C)OC(=O)N1CCC(C(=O)O)CC1, CN(C(=O)c1ccc(Cl)cc1)C1CCNCC1c1ccc(Cl)c(Cl)c1, Cl. Yields the product CN(C(=O)c1ccc(Cl)cc1)C1CCN(C(=O)C2CCN(C(=O)OC(C)(C)C)CC2)CC1c1ccc(Cl)c(Cl)c1. Reaction SMILES: [C:27]([CH3:28])([CH3:29])([CH3:30])[O:31][C:32](=[O:33])[N:34]1[CH2:35][CH2:36][CH:37]([C:40](=[O:41])[OH:42])[CH2:38][CH2:39]1.[Cl:2][c:3]1[cH:4][cH:5][c:6]([C:7](=[O:8])[N:9]([CH3:10])[CH:11]2[CH:12]([c:17]3[cH:18][c:19]([Cl:24])[c:20]([Cl:23])[cH:21][cH:22]3)[CH2:13][NH:14][CH2:15][CH2:16]2)[cH:25][cH:26]1.[ClH:1]>>[Cl:2][c:3]1[cH:4][cH:5][c:6]([C:7](=[O:8])[N:9]([CH3:10])[CH:11]2[CH:12]([c:17]3[cH:18][c:19]([Cl:24])[c:20]([Cl:23])[cH:21][cH:22]3)[CH2:13][N:14]([C:40]([CH:37]3[CH2:36][CH2:35][N:34]([C:32]([O:31][C:27]([CH3:28])([CH3:29])[CH3:30])=[O:33])[CH2:39][CH2:38]3)=[O:41])[CH2:15][CH2:16]2)[cH:25][cH:26]1. The reactants are C(C1=CC=CC=C1)SC(C[C@H](OCC1=CC=CC=C1)[C@@H](OC(C1=CC=CC=C1)=O)COCC1=CC=CC=C1)SCC1=CC=CC=C1 (4-O-benzoyl-3,5-di-O-benzyl-2-deoxy-L-threopentose dibenzyl dithioacetal), C[O-].[Na+] (sodium methoxide), solution, NaH2PO4, CCCCCC.C(C)(=O)OCC (hexane ethyl acetate). Run in ClCCl (dichloromethane), CO (methanol). Run at temperature 0 celsius. Product: C(C1=CC=CC=C1)SC(C[C@H](OCC1=CC=CC=C1)[C@@H](O)COCC1=CC=CC=C1)SCC1=CC=CC=C1 (3,5-di-O-benzyl-2-deoxy-L-threopentose dibenzyl dithioacetal). RXN SMILES: [CH2:1]([S:8][CH:9]([S:39][CH2:40][C:41]1[CH:46]=[CH:45][CH:44]=[CH:43][CH:42]=1)[CH2:10][C@@H:11]([C@H:20]([CH2:30][O:31][CH2:32][C:33]1[CH:38]=[CH:37][CH:36]=[CH:35][CH:34]=1)[O:21]C(=O)C1C=CC=CC=1)[O:12][CH2:13][C:14]1[CH:19]=[CH:18][CH:17]=[CH:16][CH:15]=1)[C:2]1[CH:7]=[CH:6][CH:5]=[CH:4][CH:3]=1.C[O-].[Na+].CCCCCC.C(OCC)(=O)C>ClCCl.CO>[CH2:40]([S:39][CH:9]([S:8][CH2:1][C:2]1[CH:3]=[CH:4][CH:5]=[CH:6][CH:7]=1)[CH2:10][C@@H:11]([C@H:20]([CH2:30][O:31][CH2:32][C:33]1[CH:34]=[CH:35][CH:36]=[CH:37][CH:38]=1)[OH:21])[O:12][CH2:13][C:14]1[CH:19]=[CH:18][CH:17]=[CH:16][CH:15]=1)[C:41]1[CH:46]=[CH:45][CH:44]=[CH:43][CH:42]=1 |f:1.2,3.4|. Reported procedure: To a solution of 4-O-benzoyl-3,5-di-O-benzyl-2-deoxy-L-threopentose dibenzyl dithioacetal (88.8 g, 137 mmol) in dichloromethane (500 ml) was added a solution of sodium methoxide (11.1 g, 206 mmol) in methanol (205 ml) dropwise, with stirring, at 0° C. The reaction mixture was then allowed to warm to room temperature over a period of 3 hours. At the end of this time TLC (hexane-ethyl acetate [4:1]) revealed complete conversion to a slower moving component (Rf 0.31). The mixture was then poured in...